This data is from the Open Reaction Database (ORD), a public repository of structured organic reaction records. The task is: describe an organic reaction: reactants, conditions, products, and yield Reactants: C(#N)C1=CC=C(C=C1)C1CCCC=2N1C(=NC2)C(=O)OCC (5-(p-cyanophenyl)-3-ethoxycarbonyl-5,6,7,8-tetrahydroimidazo[1,5-a]pyridine), [OH-].[Na+] (sodium hydroxide), Cl (hydrochloric acid). Run in CO (methanol). The product is C(#N)C1=CC=C(C=C1)C1CCCC=2N1C=NC2 (5-(p-cyanophenyl)-5,6,7,8-tetrahydroimidazo[1,5-a]pyridine). Reaction SMILES: [C:1]([C:3]1[CH:8]=[CH:7][C:6]([CH:9]2[N:14]3[C:15](C(OCC)=O)=[N:16][CH:17]=[C:13]3[CH2:12][CH2:11][CH2:10]2)=[CH:5][CH:4]=1)#[N:2].[OH-].[Na+].Cl>CO>[C:1]([C:3]1[CH:4]=[CH:5][C:6]([CH:9]2[N:14]3[CH:15]=[N:16][CH:17]=[C:13]3[CH2:12][CH2:11][CH2:10]2)=[CH:7][CH:8]=1)#[N:2] |f:1.2|. Reported procedure: A solution of 1.65 g of 5-(p-cyanophenyl)-3-ethoxycarbonyl-5,6,7,8-tetrahydroimidazo[1,5-a]pyridine in 10 ml of methanol containing 0.2 g of sodium hydroxide is stirred for 3 h at room temperature. The solution is warmed to reflux and 5 ml of 1N hydrochloric acid is added. After 1 h the reaction mixture is cooled and evaporated. The residue is partitioned between water and ethyl acetate. The organic layer is separated, dried over sodium sulfate and evaporated to yield 5-(p-cyanophenyl)-5,6,7,8-t... Starting materials: [BH3-]C#N, [CH3], CO, Cl, O=Cc1ccccc1Oc1ccc(Cl)cc1[N+](=O)[O-], [Na+], C1CCOC1, OCC(F)(F)F. Yields the product O=[N+]([O-])c1cc(Cl)ccc1Oc1ccccc1CO. Reaction SMILES: [C:20]([BH3-:21])#[N:22].[CH3:30].[CH3:32][OH:33].[ClH:31].[N+:1](=[O:2])([O-:3])[c:4]1[c:5]([O:6][c:7]2[c:8]([CH:9]=[O:10])[cH:11][cH:12][cH:13][cH:14]2)[cH:15][cH:16][c:17]([Cl:19])[cH:18]1.[Na+:23].[O:34]1[CH2:35][CH2:36][CH2:37][CH2:38]1.[OH:24][CH2:25][C:26]([F:27])([F:28])[F:29]>>[N+:1](=[O:2])([O-:3])[c:4]1[c:5]([O:6][c:7]2[c:8]([CH2:9][OH:10])[cH:11][cH:12][cH:13][cH:14]2)[cH:15][cH:16][c:17]([Cl:19])[cH:18]1. Reactants: IC1=NN(C2=NC=C(C=C21)[N+](=O)[O-])CC2=CC=C(C=C2)OC (3-Iodo-1-(4-methoxybenzyl)-5-nitro-1H-pyrazolo[3,4-b]pyridine), C1(CCC1)CO (cyclobutylmethanol), N1=CC=CC2=CC=C3C=CC=NC3=C12 (1,10-phenanthroline), KF Al2O3. Reagents/catalysts: [Cu]I (copper (I) iodide). Run in CCOC(=O)C (EtOAc). Reaction conditions: temperature 115 celsius. The product is C1(CCC1)COC1=NN(C2=NC=C(C=C21)[N+](=O)[O-])CC2=CC=C(C=C2)OC (3-(cyclobutylmethoxy)-1-(4-methoxybenzyl)-5-nitro-1H-pyrazolo[3,4-b]pyridine). The yield is 24.5%. Reaction SMILES: I[C:2]1[C:10]2[C:5](=[N:6][CH:7]=[C:8]([N+:11]([O-:13])=[O:12])[CH:9]=2)[N:4]([CH2:14][C:15]2[CH:20]=[CH:19][C:18]([O:21][CH3:22])=[CH:17][CH:16]=2)[N:3]=1.[CH:23]1([CH2:27][OH:28])[CH2:26][CH2:25][CH2:24]1.N1C2C(=CC=C3C=2N=CC=C3)C=CC=1>CCOC(C)=O.[Cu]I>[CH:23]1([CH2:27][O:28][C:2]2[C:10]3[C:5](=[N:6][CH:7]=[C:8]([N+:11]([O-:13])=[O:12])[CH:9]=3)[N:4]([CH2:14][C:15]3[CH:20]=[CH:19][C:18]([O:21][CH3:22])=[CH:17][CH:16]=3)[N:3]=2)[CH2:26][CH2:25][CH2:24]1. Reported procedure: 3-Iodo-1-(4-methoxybenzyl)-5-nitro-1H-pyrazolo[3,4-b]pyridine (0.100 g, 0.244 mmol), cyclobutylmethanol (1.05 mL, 12.19 mmol), 1,10-phenanthroline (0.044 g, 0.244 mmol), copper (I) iodide (0.046 g, 0.244 mmol), and 40% KF/Al2O3 (0.248 g, 1.71 mmol) were combined in a reaction vial and heated to 115° C. for 24 hours. After cooling to room temperature, the mixture was diluted with EtOAc (20 mL) and filtered through GF/F filter paper. The filtrate was then concentrated and passed through a 10 g Sep... Reactants: CN1CCNCC1, O=C(c1cc(C(F)(F)F)cc(C(F)(F)F)c1)N1CCC2(CC1)C(=O)N(CCO)CN2c1ccccc1. Product: CN1CCN(CCN2CN(c3ccccc3)C3(CCN(C(=O)c4cc(C(F)(F)F)cc(C(F)(F)F)c4)CC3)C2=O)CC1. RXN SMILES: [CH3:37][N:38]1[CH2:39][CH2:40][NH:41][CH2:42][CH2:43]1.[F:1][C:2]([c:3]1[cH:4][c:5]([C:6](=[O:7])[N:8]2[CH2:9][CH2:10][C:11]3([C:12](=[O:25])[N:13]([CH2:22][CH2:23][OH:24])[CH2:14][N:15]3[c:16]3[cH:17][cH:18][cH:19][cH:20][cH:21]3)[CH2:26][CH2:27]2)[cH:28][c:29]([C:31]([F:32])([F:33])[F:34])[cH:30]1)([F:35])[F:36]>>[F:1][C:2]([c:3]1[cH:4][c:5]([C:6](=[O:7])[N:8]2[CH2:9][CH2:10][C:11]3([C:12](=[O:25])[N:13]([CH2:22][CH2:23][N:41]4[CH2:40][CH2:39][N:38]([CH3:37])[CH2:43][CH2:42]4)[CH2:14][N:15]3[c:16]3[cH:17][cH:18][cH:19][cH:20][cH:21]3)[CH2:26][CH2:27]2)[cH:28][c:29]([C:31]([F:32])([F:33])[F:34])[cH:30]1)([F:35])[F:36].